From a dataset of the Open Reaction Database (ORD), a public repository of structured organic reaction records. describe an organic reaction: reactants, conditions, products, and yield Starting materials: CCCCCCCCc1ccc(-c2cnc(C(C)(CO)NC(=O)OC(C)(C)C)[nH]2)cc1, CC(C)N(C(C)C)P(OC(C)(C)C)OC(C)(C)C, C1CCOC1, CC#N, ClCCl, OO, c1nnn[nH]1. The product is CCCCCCCCc1ccc(-c2cnc(C(C)(COP(=O)(OC(C)(C)C)OC(C)(C)C)NC(=O)OC(C)(C)C)[nH]2)cc1. Reaction SMILES: [C:1]([CH3:2])([CH3:3])([CH3:4])[O:5][C:6]([NH:7][C:8]([CH2:9][OH:10])([c:11]1[nH:12][c:13](-[c:16]2[cH:17][cH:18][c:19]([CH2:22][CH2:23][CH2:24][CH2:25][CH2:26][CH2:27][CH2:28][CH3:29])[cH:20][cH:21]2)[cH:14][n:15]1)[CH3:30])=[O:31].[C:40]([CH3:41])([CH3:42])([CH3:43])[O:44][P:45]([O:46][C:47]([CH3:48])([CH3:49])[CH3:50])[N:51]([CH:52]([CH3:53])[CH3:54])[CH:55]([CH3:56])[CH3:57].[CH2:63]1[O:64][CH2:65][CH2:66][CH2:67]1.[CH3:37][C:38]#[N:39].[Cl:60][CH2:61][Cl:62].[OH:58][OH:59].[nH:32]1[cH:33][n:34][n:35][n:36]1>>[C:1]([CH3:2])([CH3:3])([CH3:4])[O:5][C:6]([NH:7][C:8]([CH2:9][O:10][P:45]([O:44][C:40]([CH3:41])([CH3:42])[CH3:43])([O:46][C:47]([CH3:48])([CH3:49])[CH3:50])=[O:58])([c:11]1[nH:12][c:13](-[c:16]2[cH:17][cH:18][c:19]([CH2:22][CH2:23][CH2:24][CH2:25][CH2:26][CH2:27][CH2:28][CH3:29])[cH:20][cH:21]2)[cH:14][n:15]1)[CH3:30])=[O:31]. Starting materials: OC1=C(CO)C=CC=C1 (o-hydroxybenzyl alcohol), C[O-].[Na+] (sodium methoxide), ClCC=CC1=CC=CC=C1 (chloromethylstyrene). Solvent: CO (methanol), CO (methanol). Run at temperature 40 celsius, time 1 hour. The product is OCC1=C(C=CCOC2=CC=CC=C2)C=CC=C1 (o-hydroxymethylphenoxy methylstyrene). The yield is 64.0%. Reaction SMILES: [CH3:1][O-:2].[Na+].[OH:4][C:5]1[CH:12]=[CH:11][CH:10]=[CH:9][C:6]=1CO.Cl[CH2:14][CH:15]=[CH:16][C:17]1[CH:22]=[CH:21][CH:20]=[CH:19][CH:18]=1>CO>[OH:2][CH2:1][C:18]1[CH:19]=[CH:20][CH:21]=[CH:22][C:17]=1[CH:16]=[CH:15][CH2:14][O:4][C:5]1[CH:12]=[CH:11][CH:10]=[CH:9][CH:6]=1 |f:0.1|. Procedure: 154.3 g (0.8 mol) of 28% sodium methoxide solution in methanol was added to a solution which had been obtained by adding 200 ml of methanol to 99.3 g (0.8 mol) of o-hydroxybenzyl alcohol. The resulting mixture was stirred at a temperature of 40° C. for about 1 hour. 122 g (0.8 mol) of chloromethylstyrene from which polymerization inhibitor had been removed by alkali washing was added dropwise to the mixture. The mixture was stirred under reflux for about 4 hours. The material thus refluxed was a... The reactants are S(=O)(Cl)Cl (thionyl chloride), C(C)C1=C(C=CC=C1CO)C1=CC=C(C=C1)OC ((2-ethyl-4′-methoxy-1,1′-biphenyl-3-yl)methanol). Run in C(Cl)Cl (methylene chloride). Reaction conditions: time 7 hour. The product is COC1=CC=C(C=C1)C1=C(C(=CC=C1)CCl)CC (3′-(chloromethyl)-2′-ethyl-1,1′-biphenyl-4-yl methyl ether). The yield is 71.0%. As a reaction SMILES: S(Cl)([Cl:3])=O.[CH2:5]([C:7]1[C:12]([CH2:13]O)=[CH:11][CH:10]=[CH:9][C:8]=1[C:15]1[CH:20]=[CH:19][C:18]([O:21][CH3:22])=[CH:17][CH:16]=1)[CH3:6]>C(Cl)Cl>[CH3:22][O:21][C:18]1[CH:19]=[CH:20][C:15]([C:8]2[CH:9]=[CH:10][CH:11]=[C:12]([CH2:13][Cl:3])[C:7]=2[CH2:5][CH3:6])=[CH:16][CH:17]=1. Procedure details: After thionyl chloride (4 ml) was added to a solution of (2-ethyl-4′-methoxy-1,1′-biphenyl-3-yl)methanol (4.39 g, 17.9 mmol) obtained in Example (90-3) in methylene chloride (18 ml) under ice-cooling, the mixture was stirred at room temperature for 7 hours. The residue obtained by removing the solvent under reduced pressure was diluted with ethyl acetate and the mixture was successively washed with water, a saturated aqueous sodium hydrogencarbonate solution and a saturated aqueous NaCl solution... Yields the product CCN(CC)CCOC(=O)c1nn(-c2ccccc2)c2c1CCc1cc(Cl)ccc1-2, Cl. Reactants: CCO, CC(C)O, O=C(O)c1nn(-c2ccccc2)c2c1CCc1cc(Cl)ccc1-2, CCN(CC)CCOC(=O)c1nn(-c2ccccc2)c2c1CCc1cc(Cl)ccc1-2, Cl, O=S=O, O=S(Cl)Cl. As a reaction SMILES: [CH3:62][CH2:63][OH:64].[CH3:65][CH:66]([OH:67])[CH3:68].[Cl:1][c:2]1[cH:3][cH:4][c:5]2[c:22]([cH:23]1)[CH2:21][CH2:20][c:19]1[c:6]-2[n:7](-[c:8]2[cH:9][cH:10][cH:11][cH:12][cH:13]2)[n:14][c:15]1[C:16]([OH:17])=[O:18].[Cl:31][c:32]1[cH:33][cH:34][c:35]2[c:36]([cH:60]1)[CH2:37][CH2:38][c:39]1[c:40]([C:50](=[O:51])[O:52][CH2:53][CH2:54][N:55]([CH2:56][CH3:57])[CH2:58][CH3:59])[n:41][n:42](-[c:44]3[cH:45][cH:46][cH:47][cH:48][cH:49]3)[c:43]1-2.[ClH:61].[O:28]=[S:29]=[O:30].[S:24]([Cl:25])([Cl:26])=[O:27]>>[Cl:31][c:32]1[cH:33][cH:34][c:35]2[c:36]([cH:60]1)[CH2:37][CH2:38][c:39]1[c:40]([C:50](=[O:51])[O:52][CH2:53][CH2:54][N:55]([CH2:56][CH3:57])[CH2:58][CH3:59])[n:41][n:42](-[c:44]3[cH:45][cH:46][cH:47][cH:48][cH:49]3)[c:43]1-2.[ClH:1].